From a dataset of the Open Reaction Database (ORD), a public repository of structured organic reaction records. describe an organic reaction: reactants, conditions, products, and yield Procedure: 11.4 g (0.1 mol) of magnesium ethoxide solid was added to a magnetically stirred, clear, colorless solution of valproic acid (28.8 g; 0.2 mol; Sigma Aldrich Chemical Co.) in 25 mL of absolute ethanol. Residual solid was rinsed into the reaction with 5 mL of absolute ethanol to provide a total volume of 30 mL of absolute ethanol. Within 10 minutes, the slurry became very warm to the touch, and the color of the solution phase changed to pale yellow. Complete dissolution of the magnesium ethoxide s... Starting materials: [O-]CC.[Mg+2].[O-]CC (magnesium ethoxide), [O-]CC.[Mg+2].[O-]CC (magnesium ethoxide), CC(=O)C (acetone), C(C(CCC)CCC)(=O)O (valproic acid). Conditions: time 10 minute. The solvent is C(C)O (ethanol), C(C)O (ethanol). The yield is 66.0%. The product is C(C(CCC)CCC)(=O)[O-].[Mg+2].C(C(CCC)CCC)(=O)[O-] (magnesium valproate). RXN SMILES: [O-]CC.[Mg+2:4].[O-]CC.[C:8]([OH:17])(=[O:16])[CH:9]([CH2:13][CH2:14][CH3:15])[CH2:10][CH2:11][CH3:12].CC(C)=O>C(O)C>[C:8]([O-:17])(=[O:16])[CH:9]([CH2:13][CH2:14][CH3:15])[CH2:10][CH2:11][CH3:12].[Mg+2:4].[C:8]([O-:17])(=[O:16])[CH:9]([CH2:13][CH2:14][CH3:15])[CH2:10][CH2:11][CH3:12] |f:0.1.2,6.7.8|.